Dataset: the Open Reaction Database (ORD), a public repository of structured organic reaction records. Task: describe an organic reaction: reactants, conditions, products, and yield Starting materials: C(#C)C(O)C1=CC=2C(CCC(C2C=C1)(C)C)(C)C (αethynyl-5,6,7,8-tetrahydro-5,5,8,8-tetramethyl-2-naphthalenemethanol), BrC1=CC=C(C=C1)S(=O)C (4-bromophenylsulfinylmethane), sulfoxide. Yields the product OC(C#CC1=CC=C(C=C1)S(=O)C)C1=CC=2C(CCC(C2C=C1)(C)C)(C)C (4-(3-hydroxy-3-(5,6,7,8-tetrahydro-5,5,8,8-tetramethyl-2-naphthyl)-1-propynyl)phenylsulfinylmethane). As a reaction SMILES: [C:1]([CH:3]([C:5]1[CH:14]=[CH:13][C:12]2[C:11]([CH3:16])([CH3:15])[CH2:10][CH2:9][C:8]([CH3:18])([CH3:17])[C:7]=2[CH:6]=1)[OH:4])#[CH:2].Br[C:20]1[CH:25]=[CH:24][C:23]([S:26]([CH3:28])=[O:27])=[CH:22][CH:21]=1>>[OH:4][CH:3]([C:5]1[CH:14]=[CH:13][C:12]2[C:11]([CH3:16])([CH3:15])[CH2:10][CH2:9][C:8]([CH3:18])([CH3:17])[C:7]=2[CH:6]=1)[C:1]#[C:2][C:20]1[CH:25]=[CH:24][C:23]([S:26]([CH3:28])=[O:27])=[CH:22][CH:21]=1. Procedure: Following the basic procedure of Example 32, by reacting 1.21 g (5 mmol) of αethynyl-5,6,7,8-tetrahydro-5,5,8,8-tetramethyl-2-naphthalenemethanol with 1.1 g (5 mmol) of 4-bromophenylsulfinylmethane, 177 mg (9%) of the expected sulfoxide compound, with a melting point of 121°-122° C., were obtained. Reported procedure: In another embodiment, as shown in Scheme 4, the invention is directed to a method for producing L-isoleucine comprising converting (S)-2-methylbutyraldehyde to a diastereomeric mixture of D-allo-isoleucine hydantoin and L-isoleucine hydantoin under conditions whereby no significant racemization of the chiral center in (S)-2-methylbutyraldehyde occurs, followed by contacting said diastereomeric hydantoin mixture with an L-hydantoinase to stereoselectively hydrolyze any L-isoleucine hydantoin in ... Run in C[C@H](C=O)CC ((S)-2-methylbutyraldehyde), C[C@H](C=O)CC ((S)-2-methylbutyraldehyde). Reactants: N1C(=O)NC(=O)C1.N[C@H]([C@@H](C)CC)C(=O)O (D-allo-isoleucine hydantoin), N1C(=O)NC(=O)C1.N[C@@H]([C@@H](C)CC)C(=O)O (L-isoleucine hydantoin), C(N)(=O)N[C@@H]([C@@H](C)CC)C(=O)O (N-carbamoyl-L-isoleucine), C(N)(=O)N[C@@H]([C@@H](C)CC)C(=O)O (N-carbamoyl-L-isoleucine), N1C(=O)NC(=O)C1.N[C@@H]([C@@H](C)CC)C(=O)O (L-isoleucine hydantoin), N1C(=O)NC(=O)C1 (hydantoin), C(N)(=O)N[C@@H]([C@@H](C)CC)C(=O)O (N-carbamoyl-L-isoleucine), N1C(=O)NC(=O)C1 (hydantoin), N1C(=O)NC(=O)C1 (hydantoin), N1C(=O)NC(=O)C1 (hydantoin). Yields the product N[C@@H]([C@@H](C)CC)C(=O)O (L-isoleucine). As a reaction SMILES: N1CC(=O)NC1=O.[NH2:8][C@@H:9]([C:14]([OH:16])=[O:15])[C@H:10]([CH2:12][CH3:13])[CH3:11].N1CC(=O)NC1=O.N[C@H](C(O)=O)[C@H](CC)C.N1CC(=O)NC1=O.C(N[C@H](C(O)=O)[C@H](CC)C)(=O)N>C[C@@H](CC)C=O>[NH2:8][C@H:9]([C:14]([OH:16])=[O:15])[C@H:10]([CH2:12][CH3:13])[CH3:11] |f:0.1,2.3|.